This data is from the Open Reaction Database (ORD), a public repository of structured organic reaction records. The task is: describe an organic reaction: reactants, conditions, products, and yield Starting materials: C(C)(=O)C=1C=C(C(=O)OC)C=CC1OC(C=CC1=CC=CC=C1)=O (Methyl 3-acetyl-4-cinnamoyloxy-benzoate), C([O-])([O-])=O.[K+].[K+] (potassium carbonate). The solvent is CC(=O)CC (methyl-ethyl-ketone). Product: OC1=C(C(=O)CC(C=CC2=CC=CC=C2)=O)C=C(C=C1)C(=O)OC ((2-hydroxy-5-carbomethoxy-benzoyl)-cinnamoyl-methane). The yield is 135.1%. As a reaction SMILES: [C:1]([C:4]1[CH:5]=[C:6]([CH:11]=[CH:12][C:13]=1[O:14]C(=O)C=CC1C=CC=CC=1)[C:7]([O:9][CH3:10])=[O:8])(=[O:3])[CH3:2].[C:25](=[O:28])([O-])[O-].[K+].[K+]>CC(CC)=O>[OH:14][C:13]1[CH:12]=[CH:11][C:6]([C:7]([O:9][CH3:10])=[O:8])=[CH:5][C:4]=1[C:1]([CH2:2][C:25](=[O:28])[CH:2]=[CH:1][C:4]1[CH:5]=[CH:6][CH:11]=[CH:12][CH:13]=1)=[O:3] |f:1.2.3|. Reported procedure: Methyl 3-acetyl-4-cinnamoyloxy-benzoate (46.2 g; m.p. 97°-99° C.) was dissolved in methyl-ethyl-ketone (350 ml). After addition of anhydrous potassium carbonate (37 g), the mixture was refluxed for 6 hours. After cooling, dilution with petroleum ether (500 ml) and filtration, the collected precipitate was dissolved in water, acidified with acetic acid, extracted with ethylacetate. The organic phase was washed with potassium carbonate 5% and water, then evaporated to dryness. After crystallisatio... Starting materials: O=C([O-])[O-], CCOC(C)=O, C[Si](C)(C)CCOCn1nc(C=Cc2ccccc2)c2ccc(I)cc21, [Na+], [Na+], C1COCCO1, OB(O)c1ccccc1, c1ccc(P(c2ccccc2)(c2ccccc2)[Pd](P(c2ccccc2)(c2ccccc2)c2ccccc2)(P(c2ccccc2)(c2ccccc2)c2ccccc2)P(c2ccccc2)(c2ccccc2)c2ccccc2)cc1. Product: C[Si](C)(C)CCOCn1nc(C=Cc2ccccc2)c2ccc(-c3ccccc3)cc21. Reaction SMILES: [C:36](=[O:37])([O-:38])[O-:39].[CH3:48][CH2:49][O:50][C:51](=[O:52])[CH3:53].[I:1][c:2]1[cH:3][cH:4][c:5]2[c:6]([CH:19]=[CH:20][c:21]3[cH:22][cH:23][cH:24][cH:25][cH:26]3)[n:7][n:8]([CH2:11][O:12][CH2:13][CH2:14][Si:15]([CH3:16])([CH3:17])[CH3:18])[c:9]2[cH:10]1.[Na+:40].[Na+:41].[O:42]1[CH2:43][CH2:44][O:45][CH2:46][CH2:47]1.[OH:27][B:28]([OH:29])[c:30]1[cH:31][cH:32][cH:33][cH:34][cH:35]1.[cH:54]1[cH:55][cH:56][c:57]([P:58]([Pd:59]([P:60]([c:61]2[cH:62][cH:63][cH:64][cH:65][cH:66]2)([c:67]2[cH:68][cH:69][cH:70][cH:71][cH:72]2)[c:73]2[cH:74][cH:75][cH:76][cH:77][cH:78]2)([P:79]([c:80]2[cH:81][cH:82][cH:83][cH:84][cH:85]2)([c:86]2[cH:87][cH:88][cH:89][cH:90][cH:91]2)[c:92]2[cH:93][cH:94][cH:95][cH:96][cH:97]2)[P:98]([c:99]2[cH:100][cH:101][cH:102][cH:103][cH:104]2)([c:105]2[cH:106][cH:107][cH:108][cH:109][cH:110]2)[c:111]2[cH:112][cH:113][cH:114][cH:115][cH:116]2)([c:117]2[cH:118][cH:119][cH:120][cH:121][cH:122]2)[c:123]2[cH:124][cH:125][cH:126][cH:127][cH:128]2)[cH:129][cH:130]1>>[c:2]1(-[c:30]2[cH:31][cH:32][cH:33][cH:34][cH:35]2)[cH:3][cH:4][c:5]2[c:6]([CH:19]=[CH:20][c:21]3[cH:22][cH:23][cH:24][cH:25][cH:26]3)[n:7][n:8]([CH2:11][O:12][CH2:13][CH2:14][Si:15]([CH3:16])([CH3:17])[CH3:18])[c:9]2[cH:10]1. Reactants: ClCCl, C[Si](C)(C)Cl, OC1CCOCC1, c1c[nH]cn1. Yields the product C[Si](C)(C)OC1CCOCC1. RXN SMILES: [CH2:18]([Cl:19])[Cl:20].[CH3:13][Si:14]([CH3:15])([CH3:16])[Cl:17].[O:1]1[CH2:2][CH2:3][CH:4]([OH:7])[CH2:5][CH2:6]1.[nH:8]1[cH:9][cH:10][n:11][cH:12]1>>[O:1]1[CH2:2][CH2:3][CH:4]([O:7][Si:14]([CH3:13])([CH3:15])[CH3:16])[CH2:5][CH2:6]1. As a reaction SMILES: [CH2:1]([CH3:2])[N:3]1[CH2:4][CH2:5][CH:6]([CH2:9][CH2:10][OH:11])[CH2:7][CH2:8]1.[ClH:12].[NH:13]1[CH2:14][CH2:15][CH:16]([CH2:17][CH2:18][CH2:21][OH:22])[CH2:19][CH2:20]1.[O:23]=[CH:24][N:25]([CH3:26])[CH3:27]>>[CH2:1]([CH3:2])[N:3]1[CH2:4][CH2:5][CH:6]([CH2:9][CH2:10][CH2:21][OH:22])[CH2:7][CH2:8]1. Starting materials: CCN1CCC(CCO)CC1, Cl, OCCCC1CCNCC1, CN(C)C=O. Product: CCN1CCC(CCCO)CC1. The reactants are O1C(COC2=C(C(=CC=C2)[N+](=O)[O-])CC(=O)OCC)C1 (Ethyl [2-(2,3-epoxypropoxy)-6-nitrophenyl]-acetate), C(C1=CC=CC=C1)(=O)O (benzoic acid), CC1=C(C(=CC=C1)C)NCCN (2-(2,6-dimethylphenylamino)-ethylamine), [H][H] (hydrogen). Reagents/catalysts: [Pd] (palladium-charcoal). Run in CC(C)O (propan-2-ol), CO (methanol), C(C)(=O)O (Acetic acid). Run at time 2 day. Yields the product C(C1=CC=CC=C1)(=O)OC(COC1=C2CC(NC2=CC=C1)=O)CNCCNC1=C(C=CC=C1C)C (1-(Oxindol-4-yloxy)-3-[2-(2,6-dimethylphenylamino)-ethylamino]-propan-2-ol benzoate). As a reaction SMILES: O1[CH2:20][CH:2]1[CH2:3][O:4][C:5]1[CH:10]=[CH:9][CH:8]=[C:7]([N+:11]([O-])=O)[C:6]=1[CH2:14][C:15](OCC)=[O:16].[CH3:21][C:22]1[CH:27]=[CH:26][CH:25]=[C:24]([CH3:28])[C:23]=1[NH:29][CH2:30][CH2:31][NH2:32].[H][H].[C:35]([OH:43])(=[O:42])[C:36]1[CH:41]=[CH:40][CH:39]=[CH:38][CH:37]=1>CC(O)C.[Pd].C(O)(=O)C.CO>[C:35]([O:43][CH:2]([CH2:20][NH:32][CH2:31][CH2:30][NH:29][C:23]1[C:22]([CH3:21])=[CH:27][CH:26]=[CH:25][C:24]=1[CH3:28])[CH2:3][O:4][C:5]1[CH:10]=[CH:9][CH:8]=[C:7]2[C:6]=1[CH2:14][C:15](=[O:16])[NH:11]2)(=[O:42])[C:36]1[CH:41]=[CH:40][CH:39]=[CH:38][CH:37]=1. Reported procedure: 11.3 g. Ethyl [2-(2,3-epoxypropoxy)-6-nitrophenyl]-acetate (see Federal Republic of Germany Patent Specification No. 29 058 762) and 13.1 g 2-(2,6-dimethylphenylamino)-ethylamine (0.08 mol) in 100 ml. methanol are left to stand for 2 days at ambient temperature. 100 ml. Acetic acid and 1 g. 10% palladium-charcoal are then added thereto, followed by hydrogenation at a hydrogen pressure of 1 bar. After filtering off the catalyst, the filtrate is distilled in a vacuum and the residue remaining behi... The reactants are C1(CCCCC1)C1=NC=C2N1C1=CC=C(C=C1NC2=O)C(=O)OCC (Ethyl 1-cyclohexyl-4-oxo-4,5-dihydroimidazo[1,5-a]-quinoxaline-7-carboxyate), [OH-].[Na+] (sodium hydroxide), Cl (hydrochloric acid). Run in C(C)O (ethanol). The product is C1(CCCCC1)C1=NC=C2N1C1=CC=C(C=C1NC2=O)C(=O)O (1-Cyclohexyl-4-oxo-4,5-dihydroimidazo[1,5-a]quinoxaline-7-carboxyic acid). Reaction SMILES: [CH:1]1([C:7]2[N:11]3[C:12]4[C:17]([NH:18][C:19](=[O:20])[C:10]3=[CH:9][N:8]=2)=[CH:16][C:15]([C:21]([O:23]CC)=[O:22])=[CH:14][CH:13]=4)[CH2:6][CH2:5][CH2:4][CH2:3][CH2:2]1.[OH-].[Na+].Cl>C(O)C>[CH:1]1([C:7]2[N:11]3[C:12]4[C:17]([NH:18][C:19](=[O:20])[C:10]3=[CH:9][N:8]=2)=[CH:16][C:15]([C:21]([OH:23])=[O:22])=[CH:14][CH:13]=4)[CH2:2][CH2:3][CH2:4][CH2:5][CH2:6]1 |f:1.2|. Procedure: Ethyl 1-cyclohexyl-4-oxo-4,5-dihydroimidazo[1,5-a]-quinoxaline-7-carboxyate as synthesized in the above Example 57, 3.33 g, ethanol 14 mL and 1N aqueous sodium hydroxide solution 29.4 mL were mixed, and heated under reflux for an hour in nitrogen atmosphere. The reaction liquid was allowed to cool off, and its pH was adjusted to 7 by addition of diluted hydrochloric acid. The precipitated crystals were recovered by filtration, washed with water and dried by heating under reduced pressure to prov... Reactants: C1OC2=C(O1)C=C(C=C2)O (Sesamol), N1C=NC=C1 (imidazole), C(=O)(N1C=NC=C1)N1C=NC=C1 (Carbonyldiimidazole), BrC=1C(=NOC1NS(=O)(=O)C1=C(SC=C1)C(=O)OC)C (N-(4-bromo-3-methyl-5-isoxazolyl)-2-(carbomethoxy)thiophene-3-sulfonamide). The solvent is C1CCOC1 (THF). Conditions: time 15 minute. The product is BrC=1C(=NOC1NS(=O)(=O)C1=C(SC=C1)C(=O)OC1=CC2=C(C=C1)OCO2)C (N-(4-bromo-3-methyl-5-isoxazolyl)-2-[(3,4-methylenedioxy)phenoxycarbonyl]thiophene-3-sulfonamide), powder. Yield: 37.0%. Reaction SMILES: C(N1C=CN=C1)(N1C=CN=C1)=O.[Br:13][C:14]1[C:15]([CH3:32])=[N:16][O:17][C:18]=1[NH:19][S:20]([C:23]1[CH:27]=[CH:26][S:25][C:24]=1[C:28]([O:30][CH3:31])=[O:29])(=[O:22])=[O:21].[CH2:33]1[O:37][C:36]2[CH:38]=C(O)[CH:40]=[CH:41][C:35]=2[O:34]1.N1C=CN=C1>C1COCC1>[Br:13][C:14]1[C:15]([CH3:32])=[N:16][O:17][C:18]=1[NH:19][S:20]([C:23]1[CH:27]=[CH:26][S:25][C:24]=1[C:28]([O:30][C:31]1[CH:40]=[CH:41][C:35]2[O:34][CH2:33][O:37][C:36]=2[CH:38]=1)=[O:29])(=[O:21])=[O:22]. Procedure details: Carbonyldiimidazole (530 mg., 3.26 mmol.) was added to a solution of N-(4-bromo-3-methyl-5-isoxazolyl)-2-carboxylthiophene-3-sulfonamide (Example 17) (1 .0g, 2.72 mmol) in dry THF (10 ml). The mixture was stirred at room temperature for 15 minutes. Sesamol (767 mg., 5.44 mmol) and imidazole (185 mg, 2.72 mmol) were added simultaneously. The resulting mixture was refluxed for 1 hour and allowed to cool to room temperature. The solvent was evaporated. The residue was partitioned between 1N HCl and... Reactants: C1(=CC=CC=C1)N1N=C2C(=CNC=3C=CC(=CC23)N2CCNCC2)C1=O (2-Phenyl-8-piperazin-1-yl-2,5-dihydro-pyrazolo[4,3-c]quinolin-3-one), CN1CCNCC1 (1-methylpiperazine). Yields the product CN1CCN(CC1)C1=CC=2C=3C(=CNC2C=C1)C(N(N3)C3=CC=CC=C3)=O (8-(4-Methylpiperazin-1-yl)-2-phenyl-2,5-dihydro-pyrazolo[4,3-c]quinolin-3-one). As a reaction SMILES: [C:1]1([N:7]2[C:25](=[O:26])[C:10]3=[CH:11][NH:12][C:13]4[CH:14]=[CH:15][C:16]([N:19]5[CH2:24][CH2:23][NH:22][CH2:21][CH2:20]5)=[CH:17][C:18]=4[C:9]3=[N:8]2)[CH:6]=[CH:5][CH:4]=[CH:3][CH:2]=1.[CH3:27]N1CCNCC1>>[CH3:27][N:22]1[CH2:21][CH2:20][N:19]([C:16]2[CH:15]=[CH:14][C:13]3[NH:12][CH:11]=[C:10]4[C:25](=[O:26])[N:7]([C:1]5[CH:6]=[CH:5][CH:4]=[CH:3][CH:2]=5)[N:8]=[C:9]4[C:18]=3[CH:17]=2)[CH2:24][CH2:23]1. Procedure details: The title compound was prepared following the procedure described for 7a using 1-methylpiperazine instead of piperazine. 1H-NMR (DMSO-d6) δ (ppm): 3.25 (4H, br), 3.41 (3H, s), 3.52 (4H, br), 7.12 (1H, t, J=7.47 Hz), 7.39 (3H, m), 7.45 (1H, m), 7.68 (1H, m), 8.22 (2H, dd, J=8.55, 0.98 Hz), 8.60 (1H, d, J=5.86 Hz), 9.12 (1H, br). m/z 346.4 (MH+). m/z 360.4 (MH+). The reactants are O=C1C(CC2=CC=CC=C12)=CC(=O)O ((2,3,-Dihydro-1-oxo-1H-indenylidene)acetic acid). The reagents and catalysts are [Zn] (zinc). Run in CC(=O)O (HOAc). Yields the product O=C1C(CC2=CC=CC=C12)CC(=O)O (2,3-Dihydro-1-oxo-1H-indene-2-acetic acid). Yield: 83.2%. As a reaction SMILES: [O:1]=[C:2]1[C:10]2[C:5](=[CH:6][CH:7]=[CH:8][CH:9]=2)[CH2:4][C:3]1=[CH:11][C:12]([OH:14])=[O:13]>CC(O)=O.[Zn]>[O:1]=[C:2]1[C:10]2[C:5](=[CH:6][CH:7]=[CH:8][CH:9]=2)[CH2:4][CH:3]1[CH2:11][C:12]([OH:14])=[O:13]. Reported procedure: To a solution of 1.9 g (0.031 mol) of zinc dust suspended in 10 mL of HOAc was added 2.3 g (0.012 mol) of the product from Step A. The reaction mixture was refluxed for 1 hour, cooled, filtered and rinsed with acetic acid. The acetic acid solution was poured into 200 mL of H2O and extracted with ethyl acetate (3×50 mL), washed with H2O (2×50 mL), dried over anhydrous magensium sulfate, filtered and concentrated under vacuum to afford 1.9 g of a yellow solid. Reactants: O=C([O-])[O-], ClCCl, FC(F)(F)c1ccc(Cl)c(OC2CN(C(c3ccccc3)c3ccccc3)C2)c1, O=C(Cl)Cl, [K+], [K+]. Product: O=C(Cl)N1CC(Oc2cc(C(F)(F)F)ccc2Cl)C1. As a reaction SMILES: [C:5](=[O:6])([O-:7])[O-:8].[CH2:40]([Cl:41])[Cl:42].[Cl:11][c:12]1[c:13]([O:14][CH:15]2[CH2:16][N:17]([CH:19]([c:20]3[cH:21][cH:22][cH:23][cH:24][cH:25]3)[c:26]3[cH:27][cH:28][cH:29][cH:30][cH:31]3)[CH2:18]2)[cH:32][c:33]([C:36]([F:37])([F:38])[F:39])[cH:34][cH:35]1.[Cl:1][C:2]([Cl:3])=[O:4].[K+:10].[K+:9]>>[Cl:1][C:2](=[O:4])[N:17]1[CH2:16][CH:15]([O:14][c:13]2[c:12]([Cl:11])[cH:35][cH:34][c:33]([C:36]([F:37])([F:38])[F:39])[cH:32]2)[CH2:18]1.